describe an organic reaction: reactants, conditions, products, and yield From a dataset of the Open Reaction Database (ORD), a public repository of structured organic reaction records. Starting materials: COc1ccc(C=O)cc1, Nc1ccccc1-c1[nH]ncc1[N+](=O)[O-]. Product: COc1ccc(C2Nc3ccccc3-c3c([N+](=O)[O-])cnn32)cc1. As a reaction SMILES: [CH:16]([c:17]1[cH:18][cH:19][c:20]([O:23][CH3:24])[cH:21][cH:22]1)=[O:25].[NH2:1][c:2]1[c:3](-[c:8]2[c:9]([N+:13](=[O:14])[O-:15])[cH:10][n:11][nH:12]2)[cH:4][cH:5][cH:6][cH:7]1>>[NH:1]1[c:2]2[c:3]([cH:4][cH:5][cH:6][cH:7]2)-[c:8]2[c:9]([N+:13](=[O:14])[O-:15])[cH:10][n:11][n:12]2[CH:16]1[c:17]1[cH:18][cH:19][c:20]([O:23][CH3:24])[cH:21][cH:22]1. As a reaction SMILES: [CH3:36][OH:37].[H:34][H:35].[c:1]1([CH2:2][O:8][c:9]2[cH:10][c:11]([C:12](=[O:13])[NH:14][c:15]3[n:16][n:17]([C:20](=[O:21])[O:22][C:23]([CH3:24])([CH3:25])[CH3:26])[cH:18][cH:19]3)[cH:27][c:28]([O:30][CH:31]([CH3:32])[CH3:33])[cH:29]2)[cH:3][cH:4][cH:5][cH:6][cH:7]1>>[OH:8][c:9]1[cH:10][c:11]([C:12](=[O:13])[NH:14][c:15]2[n:16][n:17]([C:20](=[O:21])[O:22][C:23]([CH3:24])([CH3:25])[CH3:26])[cH:18][cH:19]2)[cH:27][c:28]([O:30][CH:31]([CH3:32])[CH3:33])[cH:29]1. The product is CC(C)Oc1cc(O)cc(C(=O)Nc2ccn(C(=O)OC(C)(C)C)n2)c1. Reactants: CO, [H][H], CC(C)Oc1cc(OCc2ccccc2)cc(C(=O)Nc2ccn(C(=O)OC(C)(C)C)n2)c1. The reactants are C(C)(=O)C=1C(N(C(=CC1OS(=O)(=O)C(F)(F)F)C)CC(=O)OCC)=O (3-Acetyl-4-trifluoromethylsulfonyloxy-6-methyl-1-ethoxycarbonylmethyl-2-pyridinone), C(C)(C)C1=C(C=CC=C1)B(O)O (2-isopropylbenzeneboronic acid), C([O-])([O-])=O.[K+].[K+] (potassium carbonate). The reagents and catalysts are C=1C=CC(=CC1)[P](C=2C=CC=CC2)(C=3C=CC=CC3)[Pd]([P](C=4C=CC=CC4)(C=5C=CC=CC5)C=6C=CC=CC6)([P](C=7C=CC=CC7)(C=8C=CC=CC8)C=9C=CC=CC9)[P](C=1C=CC=CC1)(C=1C=CC=CC1)C=1C=CC=CC1 (Pd(PPh3)4). Yields the product C(C)(=O)C=1C(N(C(=CC1C1=C(C=CC=C1)C(C)C)C)CC(=O)OCC)=O (3-Acetyl-4-(2-isopropylphenyl)-6-methyl-1-ethoxycarbonylmethyl-2-pyridinone). RXN SMILES: [C:1]([C:4]1[C:5](=[O:25])[N:6]([CH2:19][C:20]([O:22][CH2:23][CH3:24])=[O:21])[C:7]([CH3:18])=[CH:8][C:9]=1OS(C(F)(F)F)(=O)=O)(=[O:3])[CH3:2].[CH:26]([C:29]1[CH:34]=[CH:33][CH:32]=[CH:31][C:30]=1B(O)O)([CH3:28])[CH3:27].C(=O)([O-])[O-].[K+].[K+]>C1C=CC([P]([Pd]([P](C2C=CC=CC=2)(C2C=CC=CC=2)C2C=CC=CC=2)([P](C2C=CC=CC=2)(C2C=CC=CC=2)C2C=CC=CC=2)[P](C2C=CC=CC=2)(C2C=CC=CC=2)C2C=CC=CC=2)(C2C=CC=CC=2)C2C=CC=CC=2)=CC=1>[C:1]([C:4]1[C:5](=[O:25])[N:6]([CH2:19][C:20]([O:22][CH2:23][CH3:24])=[O:21])[C:7]([CH3:18])=[CH:8][C:9]=1[C:30]1[CH:31]=[CH:32][CH:33]=[CH:34][C:29]=1[CH:26]([CH3:28])[CH3:27])(=[O:3])[CH3:2] |f:2.3.4,^1:47,49,68,87|. Procedure: A mixture of 3-acetyl-4-trifluoromethylsulfonyloxy-6-methyl-1-ethoxycarbonylmethyl-2-pyridinone from step 2 above (2.5 g, 7.2 mmol), 2-isopropylbenzeneboronic acid (1.8 g, 11 mmol), potassium carbonate (1.5 g, 11 mmol), and Pd(PPh3)4 (1.7 g, 1.4 mmol) was heated to reflux under inert atmosphere for 3 h. The solvent was removed under reduced pressure and the residue was purified by flash column chromatography using a gradient elution of 25-75% EtOAc:hexanes to give the title compound (0.72 g; HPL... RXN SMILES: [Cl:1][C:2]1[CH:7]=[C:6](I)[CH:5]=[C:4]([C:9]([F:12])([F:11])[F:10])[N:3]=1.C([Li])CCC.[O:18]1[CH2:22][CH2:21]OS1(=O)=O.Cl.O.[OH-].[Na+]>O1CCCC1.[Cl-].[Na+].O>[Cl:1][C:2]1[CH:7]=[C:6]([CH2:21][CH2:22][OH:18])[CH:5]=[C:4]([C:9]([F:12])([F:11])[F:10])[N:3]=1 |f:5.6,8.9.10|. The reactants are O1S(OCC1)(=O)=O (1,3,2-dioxathiolane 2,2-dioxide), Cl (hydrogen chloride), O (water), C(CCC)[Li] (n-Butyllithium), hexanes, [OH-].[Na+] (NaOH), ClC1=NC(=CC(=C1)I)C(F)(F)F (2-Chloro-4-iodo-6-(trifluoromethyl)pyridine). Yields the product ClC1=NC(=CC(=C1)CCO)C(F)(F)F (2-[2-chloro-6-(trifluoromethyl)pyridin-4-yl]ethanol). Run in O1CCCC1 (Tetrahydrofuran), [Cl-].[Na+].O (brine), O1CCCC1 (tetrahydrofuran). Conditions: temperature -78 celsius, time 1.5 hour. Procedure details: 2-Chloro-4-iodo-6-(trifluoromethyl)pyridine (0.50 g, 1.6 mmol, European Journal of Organic Chemistry, (18), 3793-3798, 2004) was dissolved in tetrahydrofuran (9.0 mL) and cooled to −78° C. 2.5 M n-Butyllithium in hexanes (0.98 mL, 2.4 mmol) was added dropwise. The reaction was stirred at −78° C. for 45 minutes, at which time 1,3,2-dioxathiolane 2,2-dioxide (0.24 g, 2.0 mmol, Aldrich) in Tetrahydrofuran (2.2 mL) was added. The mixture was then allowed to warm to ambient temperature and stir over ...